This data is from the Open Reaction Database (ORD), a public repository of structured organic reaction records. The task is: describe an organic reaction: reactants, conditions, products, and yield Reactants: Nc1nc2nc(SCc3cccc(F)c3F)nc(Cl)c2s1, Cl, CC(N)C(N)=O. Yields the product CC(Nc1nc(SCc2cccc(F)c2F)nc2nc(N)sc12)C(N)=O. RXN SMILES: [Cl:1][c:2]1[c:3]2[c:4]([n:5][c:6]([S:8][CH2:9][c:10]3[c:11]([F:17])[c:12]([F:16])[cH:13][cH:14][cH:15]3)[n:7]1)[n:18][c:19]([NH2:21])[s:20]2.[ClH:22].[NH2:23][CH:24]([C:25](=[O:26])[NH2:27])[CH3:28]>>[c:2]1([NH:23][CH:24]([C:25](=[O:26])[NH2:27])[CH3:28])[c:3]2[c:4]([n:5][c:6]([S:8][CH2:9][c:10]3[c:11]([F:17])[c:12]([F:16])[cH:13][cH:14][cH:15]3)[n:7]1)[n:18][c:19]([NH2:21])[s:20]2. Starting materials: O=C([O-])[O-], CCc1ccc(O)cc1C, [K+], [K+], O. Product: CCc1cc(C(=O)O)c(O)cc1C. RXN SMILES: [C:11]([O-:12])([O-:13])=[O:14].[CH2:1]([CH3:2])[c:3]1[c:4]([CH3:10])[cH:5][c:6]([OH:9])[cH:7][cH:8]1.[K+:15].[K+:16].[OH2:17]>>[CH2:1]([CH3:2])[c:3]1[c:4]([CH3:10])[cH:5][c:6]([OH:9])[c:7]([C:11](=[O:12])[OH:13])[cH:8]1. The reactants are C1OC2(CCCC(OC2)(C)CCCCO)OC1 (6,6-ethylenedioxy-2-(4'-hydroxybutyl)-2-methyloxepane), N1=CC=CC=C1 (pyridine). The reagents and catalysts are [O-2].[O-2].[O-2].[Cr+6] (chromium trioxide), N1=CC=CC=C1.[O-2].[O-2].[O-2].[Cr+6] (pyridine chromium trioxide). Solvent: C(Cl)Cl (methylene chloride), C(Cl)Cl (methylene chloride). The product is C1OC2(CCCC(OC2)(CCCC=O)C)OC1 (6,6-Ethylenedioxy-2-methyl-2-(4'-oxobutyl)-oxepane). The yield is 69.5%. RXN SMILES: [CH2:1]1[CH2:17][O:16][C:3]2([CH2:9][O:8][C:7]([CH2:11][CH2:12][CH2:13][CH2:14][OH:15])([CH3:10])[CH2:6][CH2:5][CH2:4]2)[O:2]1.N1C=CC=CC=1>C(Cl)Cl.N1C=CC=CC=1.[O-2].[O-2].[O-2].[Cr+6].[O-2].[O-2].[O-2].[Cr+6]>[CH2:17]1[CH2:1][O:2][C:3]2([CH2:9][O:8][C:7]([CH3:10])([CH2:11][CH2:12][CH2:13][CH:14]=[O:15])[CH2:6][CH2:5][CH2:4]2)[O:16]1 |f:3.4.5.6.7,8.9.10.11|. Procedure: Dry celite (40 g) and 6,6-ethylenedioxy-2-(4'-hydroxybutyl)-2-methyloxepane (4.88 g, 0.0196 mol) in methylene chloride (100 ml) are added to a pyridine-chromium trioxide solution [prepared from pyridine (18.6 g, 0.0284 mol) and chromium trioxide (11.8 g, 0.118 mol)]in dry methylene chloride (500 ml) at 10° C. in a nitrogen atmosphere. After 5 hours the mixture is filtered and the celite is washed with methylene chloride (10×50 ml). The solvent is removed at reduced pressure. The residue is dilut... Reactants: CS(=O)(=O)Cl, COc1cccc2c(-c3csc(CO)n3)cn(CC3CCCCC3)c12, ClCCl, c1ccncc1. Yields the product COc1cccc2c(-c3csc(CCl)n3)cn(CC3CCCCC3)c12. As a reaction SMILES: [CH3:1][S:2]([Cl:3])(=[O:4])=[O:5].[CH:6]1([CH2:12][n:13]2[cH:14][c:15](-[c:24]3[n:25][c:26]([CH2:29][OH:30])[s:27][cH:28]3)[c:16]3[cH:17][cH:18][cH:19][c:20]([O:22][CH3:23])[c:21]23)[CH2:7][CH2:8][CH2:9][CH2:10][CH2:11]1.[Cl:37][CH2:38][Cl:39].[cH:31]1[cH:32][cH:33][n:34][cH:35][cH:36]1>>[Cl:3][CH2:29][c:26]1[n:25][c:24](-[c:15]2[cH:14][n:13]([CH2:12][CH:6]3[CH2:7][CH2:8][CH2:9][CH2:10][CH2:11]3)[c:21]3[c:16]2[cH:17][cH:18][cH:19][c:20]3[O:22][CH3:23])[cH:28][s:27]1. Yields the product [N+](=O)([O-])C1=C(OC(C2=CC=CC=C2)C2C(NCCO2)=O)C=CC=C1 (2-[α-(2-nitro-phenoxy)-benzyl]-morpholin-3-one). Yield: 38.7%. Run at temperature 50 celsius. Procedure details: To a solution of 4.24 g of N-(2-mesyloxyethyl)-3-phenyl-2-hydroxy-3-(2-nitro-phenoxy)-propionamide in 150 ml of DMF there was added 1.38 g of potassium carbonate. The stirred mixture was heated at 50° C. for 5 hours, then poured into water and extracted with ethyl acetate. The dehydrated organic extracts were evaporated to dryness and the residue was chromatographed on silica gel, to obtain 1.27 g of 2-[α-(2-nitro-phenoxy)-benzyl]-morpholin-3-one. Run in CN(C)C=O (DMF). As a reaction SMILES: S(O[CH2:6][CH2:7][NH:8][C:9](=[O:29])[CH:10]([OH:28])[CH:11]([C:22]1[CH:27]=[CH:26][CH:25]=[CH:24][CH:23]=1)[O:12][C:13]1[CH:18]=[CH:17][CH:16]=[CH:15][C:14]=1[N+:19]([O-:21])=[O:20])(C)(=O)=O.C(=O)([O-])[O-].[K+].[K+].O>CN(C=O)C>[N+:19]([C:14]1[CH:15]=[CH:16][CH:17]=[CH:18][C:13]=1[O:12][CH:11]([CH:10]1[O:28][CH2:6][CH2:7][NH:8][C:9]1=[O:29])[C:22]1[CH:27]=[CH:26][CH:25]=[CH:24][CH:23]=1)([O-:21])=[O:20] |f:1.2.3|. Reactants: S(=O)(=O)(C)OCCNC(C(C(OC1=C(C=CC=C1)[N+](=O)[O-])C1=CC=CC=C1)O)=O (N-(2-mesyloxyethyl)-3-phenyl-2-hydroxy-3-(2-nitro-phenoxy)-propionamide), C([O-])([O-])=O.[K+].[K+] (potassium carbonate), O (water). Reactants: C(C)(C)[C@@H]1N(CCC1=O)C(=O)OCC1=CC=CC=C1 (benzyl (2S)-2-isopropyl-3-oxopyrrolidine-1-carboxylate), [Cl-].[Ce+3].[Cl-].[Cl-] (cerium chloride), C(C)[Mg]Br.C(C)OCC (ethylmagnesium bromide diethyl ether). Yields the product C(C)[C@]1([C@@H](N(CC1)C(=O)OCC1=CC=CC=C1)C(C)C)O (benzyl (2S,3S)-3-ethyl-3-hydroxy-2-isopropylpyrrolidine-1-carboxylate), oil. The yield is 51.0%. RXN SMILES: [Cl-].[Ce+3].[Cl-].[Cl-].[CH2:5]([Mg]Br)[CH3:6].C(OCC)C.[CH:14]([C@H:17]1[C:21](=[O:22])[CH2:20][CH2:19][N:18]1[C:23]([O:25][CH2:26][C:27]1[CH:32]=[CH:31][CH:30]=[CH:29][CH:28]=1)=[O:24])([CH3:16])[CH3:15]>>[CH2:5]([C@:21]1([OH:22])[CH2:20][CH2:19][N:18]([C:23]([O:25][CH2:26][C:27]2[CH:28]=[CH:29][CH:30]=[CH:31][CH:32]=2)=[O:24])[C@H:17]1[CH:14]([CH3:16])[CH3:15])[CH3:6] |f:0.1.2.3,4.5|. Procedure details: By an operation in the same manner as in Reference Example 3 and using cerium chloride (9.25 g), 3 mol/L ethylmagnesium bromide-diethyl ether solution (11.0 mL) and benzyl (2S)-2-isopropyl-3-oxopyrrolidine-1-carboxylate (3.92 g), the title compound was obtained as colorless oil (yield: 2.21 g, yield: 51%).